From a dataset of the Open Reaction Database (ORD), a public repository of structured organic reaction records. describe an organic reaction: reactants, conditions, products, and yield Starting materials: CC(C)(C)c1cc(Br)cc2c1SCC2(C)C, CCCC[Sn](CCCC)(CCCC)c1ccco1, Cc1ccccc1, c1ccc(P(c2ccccc2)(c2ccccc2)[Pd](P(c2ccccc2)(c2ccccc2)c2ccccc2)(P(c2ccccc2)(c2ccccc2)c2ccccc2)P(c2ccccc2)(c2ccccc2)c2ccccc2)cc1. Product: CC(C)(C)c1cc(-c2ccco2)cc2c1SCC2(C)C. Reaction SMILES: [Br:1][c:2]1[cH:3][c:4]2[c:5]([c:11]([C:13]([CH3:14])([CH3:15])[CH3:16])[cH:12]1)[S:6][CH2:7][C:8]2([CH3:9])[CH3:10].[CH2:17]([Sn:18]([CH2:19][CH2:20][CH2:21][CH3:27])([c:22]1[o:23][cH:24][cH:25][cH:26]1)[CH2:28][CH2:29][CH2:30][CH3:31])[CH2:32][CH2:33][CH3:34].[CH3:112][c:113]1[cH:114][cH:115][cH:116][cH:117][cH:118]1.[cH:35]1[cH:36][cH:37][c:38]([P:39]([Pd:40]([P:41]([c:42]2[cH:43][cH:44][cH:45][cH:46][cH:47]2)([c:48]2[cH:49][cH:50][cH:51][cH:52][cH:53]2)[c:54]2[cH:55][cH:56][cH:57][cH:58][cH:59]2)([P:60]([c:61]2[cH:62][cH:63][cH:64][cH:65][cH:66]2)([c:67]2[cH:68][cH:69][cH:70][cH:71][cH:72]2)[c:73]2[cH:74][cH:75][cH:76][cH:77][cH:78]2)[P:79]([c:80]2[cH:81][cH:82][cH:83][cH:84][cH:85]2)([c:86]2[cH:87][cH:88][cH:89][cH:90][cH:91]2)[c:92]2[cH:93][cH:94][cH:95][cH:96][cH:97]2)([c:98]2[cH:99][cH:100][cH:101][cH:102][cH:103]2)[c:104]2[cH:105][cH:106][cH:107][cH:108][cH:109]2)[cH:110][cH:111]1>>[c:2]1(-[c:22]2[o:23][cH:24][cH:25][cH:26]2)[cH:3][c:4]2[c:5]([c:11]([C:13]([CH3:14])([CH3:15])[CH3:16])[cH:12]1)[S:6][CH2:7][C:8]2([CH3:9])[CH3:10]. Starting materials: ClC=1C(=NC=CN1)C(C1=CC=C2C=CC(=NC2=C1)C1=CC=CC=C1)N (C-(3-chloro-pyrazin-2-yl)-C-(2-phenyl-quinolin-7-yl)-methylamine), CCN(C(C)C)C(C)C (DIPEA), C(C1=CC=CC=C1)OC(=O)N1CCC(CC1)C(=O)Cl (4-chlorocarbonyl-piperidine-1-carboxylic acid benzyl ester). Run in C(Cl)Cl (CH2Cl2). Run at time 1.5 hour. Product: C(C1=CC=CC=C1)OC(=O)N1CCC(CC1)C(NC(C1=CC=C2C=CC(=NC2=C1)C1=CC=CC=C1)C1=NC=CN=C1Cl)=O (4-{[(3-chloro-pyrazin-2-yl)-(2-phenyl-quinolin-7-yl)-methyl]-carbamoyl}-piperidine-1-carboxylic acid benzyl ester). As a reaction SMILES: [Cl:1][C:2]1[C:3]([CH:8]([NH2:25])[C:9]2[CH:18]=[C:17]3[C:12]([CH:13]=[CH:14][C:15]([C:19]4[CH:24]=[CH:23][CH:22]=[CH:21][CH:20]=4)=[N:16]3)=[CH:11][CH:10]=2)=[N:4][CH:5]=[CH:6][N:7]=1.CCN(C(C)C)C(C)C.[CH2:35]([O:42][C:43]([N:45]1[CH2:50][CH2:49][CH:48]([C:51](Cl)=[O:52])[CH2:47][CH2:46]1)=[O:44])[C:36]1[CH:41]=[CH:40][CH:39]=[CH:38][CH:37]=1>C(Cl)Cl>[CH2:35]([O:42][C:43]([N:45]1[CH2:50][CH2:49][CH:48]([C:51](=[O:52])[NH:25][CH:8]([C:3]2[C:2]([Cl:1])=[N:7][CH:6]=[CH:5][N:4]=2)[C:9]2[CH:18]=[C:17]3[C:12]([CH:13]=[CH:14][C:15]([C:19]4[CH:24]=[CH:23][CH:22]=[CH:21][CH:20]=4)=[N:16]3)=[CH:11][CH:10]=2)[CH2:47][CH2:46]1)=[O:44])[C:36]1[CH:41]=[CH:40][CH:39]=[CH:38][CH:37]=1. Procedure: A CH2Cl2 solution (111.0 mL) of C-(3-chloro-pyrazin-2-yl)-C-(2-phenyl-quinolin-7-yl)-methylamine (1.9 g, 5.5 mmol) and PS-DIPEA (2.8 g, 11.1 mmol) in a round bottom flask under N2 atmosphere was charged with 4-chlorocarbonyl-piperidine-1-carboxylic acid benzyl ester (1.4 g, 5.0 mmol) and stirred at rt for 1.5 h. The reaction mixture was filtered and concentrated in vacuo. The resulting residue was purified by silica gel chromatography (Jones Flashmaster, 20 g/70 mL cartridge, eluting with 100% C... Starting materials: BrCCCBr, O=C([O-])[O-], CN(C)C=O, Oc1c(Cl)cc(OCC=C(Cl)Cl)cc1Cl, ClC(Cl)=CCOc1cc(Cl)c(OCCCc2ccncc2)c(Cl)c1, [K+], [K+], O. Product: ClC(Cl)=CCOc1cc(Cl)c(OCCCBr)c(Cl)c1. Reaction SMILES: [Br:1][CH2:2][CH2:3][CH2:4][Br:5].[C:6](=[O:7])([O-:8])[O-:9].[CH3:51][N:52]([CH3:53])[CH:54]=[O:55].[Cl:12][c:13]1[c:14]([OH:26])[c:15]([Cl:25])[cH:16][c:17]([O:19][CH2:20][CH:21]=[C:22]([Cl:23])[Cl:24])[cH:18]1.[Cl:27][c:28]1[cH:29][c:30]([O:31][CH2:32][CH:33]=[C:34]([Cl:35])[Cl:36])[cH:37][c:38]([Cl:39])[c:40]1[O:41][CH2:42][CH2:43][CH2:44][c:45]1[cH:46][cH:47][n:48][cH:49][cH:50]1.[K+:10].[K+:11].[OH2:56]>>[Br:1][CH2:2][CH2:3][CH2:4][O:26][c:14]1[c:13]([Cl:12])[cH:18][c:17]([O:19][CH2:20][CH:21]=[C:22]([Cl:23])[Cl:24])[cH:16][c:15]1[Cl:25]. Reactants: NC1=C(C(NC(N1C1CCC1)=O)=O)N=O (6-amino-1-cyclobutyl-5-nitroso-2,4-(1H,3H)-pyrimidinedione). Reagents/catalysts: O=[Pt]=O (PtO2). Run in CN(C)C=O (DMF). The product is C1(CCC1)N1C(NC(C(=C1N)N)=O)=O (1-cyclobutyl-5,6-diamino-2,4-(1H,3H)-pyrimidinedione). As a reaction SMILES: [NH2:1][C:2]1[N:7]([CH:8]2[CH2:11][CH2:10][CH2:9]2)[C:6](=[O:12])[NH:5][C:4](=[O:13])[C:3]=1[N:14]=O>CN(C=O)C.O=[Pt]=O>[CH:8]1([N:7]2[C:2]([NH2:1])=[C:3]([NH2:14])[C:4](=[O:13])[NH:5][C:6]2=[O:12])[CH2:9][CH2:10][CH2:11]1. Reported procedure: 6.9 g of 6-amino-1-cyclobutyl-5-nitroso-2,4-(1H,3H)-pyrimidinedione (IX) was catalytically hydrogenated in 250 ml of DMF and in the presence of 0.1 g PtO2 for 2 hours and at room temperature and at a pressure of 200 kPa. The catalyst and the crystals were filtered off and washed with ethanol. Yield 3.5 g (54%) (X). Reactants: C1CCOC1, Cc1cc(C)c2c(c1)C(Nc1nnn(C)n1)CCCN2C(=O)OCc1ccccc1, CC(C)(C)[O-], FC(F)(F)c1cc(CBr)cc(C(F)(F)F)c1, [H-], [K+], [Na+], CN(C)C=O. Yields the product Cc1cc(C)c2c(c1)C(N(Cc1cc(C(F)(F)F)cc(C(F)(F)F)c1)c1nnn(C)n1)CCCN2C(=O)OCc1ccccc1. As a reaction SMILES: [CH2:60]1[O:61][CH2:62][CH2:63][CH2:64]1.[CH3:1][c:2]1[cH:3][c:4]2[c:5]([c:28]([CH3:30])[cH:29]1)[N:6]([C:18](=[O:19])[O:20][CH2:21][c:22]1[cH:23][cH:24][cH:25][cH:26][cH:27]1)[CH2:7][CH2:8][CH2:9][CH:10]2[NH:11][c:12]1[n:13][n:14][n:15]([CH3:17])[n:16]1.[CH3:33][C:34]([CH3:35])([O-:36])[CH3:37].[F:39][C:40]([c:41]1[cH:42][c:43]([CH2:44][Br:45])[cH:46][c:47]([C:49]([F:50])([F:51])[F:52])[cH:48]1)([F:53])[F:54].[H-:32].[K+:38].[Na+:31].[O:55]=[CH:56][N:57]([CH3:58])[CH3:59]>>[CH3:1][c:2]1[cH:3][c:4]2[c:5]([c:28]([CH3:30])[cH:29]1)[N:6]([C:18](=[O:19])[O:20][CH2:21][c:22]1[cH:23][cH:24][cH:25][cH:26][cH:27]1)[CH2:7][CH2:8][CH2:9][CH:10]2[N:11]([c:12]1[n:13][n:14][n:15]([CH3:17])[n:16]1)[CH2:44][c:43]1[cH:42][c:41]([C:40]([F:39])([F:53])[F:54])[cH:48][c:47]([C:49]([F:50])([F:51])[F:52])[cH:46]1. Starting materials: N-formyl, N[C@@H](CC1=CC=C(C=C1)O)C(=O)O (tyrosine), C(=O)N (formamide), N[C@@H](CC1=CC=C(C=C1)O)C(=O)O (tyrosine). The product is C(=O)N[C@@H](CC1=CC=C(C=C1)O)C(=O)O (N-Formyl-Tyrosine). As a reaction SMILES: [NH2:1][C@H:2]([C:11]([OH:13])=[O:12])[CH2:3][C:4]1[CH:9]=[CH:8][C:7]([OH:10])=[CH:6][CH:5]=1.[CH:14](N)=[O:15]>>[CH:14]([NH:1][C@H:2]([C:11]([OH:13])=[O:12])[CH2:3][C:4]1[CH:5]=[CH:6][C:7]([OH:10])=[CH:8][CH:9]=1)=[O:15]. Procedure details: Under a nitrogen atmosphere, a slurry of 1.81 gm (10 mmol) tyrosine in 4.0 ml (100 mmol) formamide was heated at 90° C. for 19 hours and 10 minutes. Examination of the resulting homogeneous solution by proton NMR showed an 84% conversion of the tyrosine to its N-formyl derivative. The reactants are C(OCC)(OCC)OCC (triethyl orthoformate), O (water), ClC=1C=CC(=NC1)NC(C1=C(C(=CC(=C1)Cl)OC)NC(=O)C=1SC=C(C1Cl)CCl)=O (N-(5-chloropyridin-2-yl)-2-[((4-(chloromethyl)-3-chlorothiophen-2-yl)carbonyl)amino]-3-methoxy-5-chlorobenzamide), C(CN)N (ethylene diamine), O (water). Run in C(C)(=O)O (acetic acid), CN(C)C=O (DMF). Reaction conditions: time 2 hour. Product: ClC=1C=CC(=NC1)NC(C1=C(C(=CC(=C1)Cl)OC)NC(=O)C=1SC=C(C1Cl)CN1C=NCC1)=O (N-(5-chloropyridin-2-yl)-2-[((4-((imidazolin-1-yl)methyl)-3-chlorothiophen-2-yl)carbonyl)amino]-3-methoxy-5-chlorobenzamide). Isolated yield 53.8%. RXN SMILES: [Cl:1][C:2]1[CH:3]=[CH:4][C:5]([NH:8][C:9](=[O:30])[C:10]2[CH:15]=[C:14]([Cl:16])[CH:13]=[C:12]([O:17][CH3:18])[C:11]=2[NH:19][C:20]([C:22]2[S:23][CH:24]=[C:25]([CH2:28]Cl)[C:26]=2[Cl:27])=[O:21])=[N:6][CH:7]=1.[CH2:31]([NH2:34])[CH2:32][NH2:33].O.[CH:36](OCC)(OCC)OCC>CN(C=O)C.C(O)(=O)C>[Cl:1][C:2]1[CH:3]=[CH:4][C:5]([NH:8][C:9](=[O:30])[C:10]2[CH:15]=[C:14]([Cl:16])[CH:13]=[C:12]([O:17][CH3:18])[C:11]=2[NH:19][C:20]([C:22]2[S:23][CH:24]=[C:25]([CH2:28][N:33]3[CH2:32][CH2:31][N:34]=[CH:36]3)[C:26]=2[Cl:27])=[O:21])=[N:6][CH:7]=1. Procedure details: To N-(5-chloropyridin-2-yl)-2-[((4-(chloromethyl)-3-chlorothiophen-2-yl)carbonyl)amino]-3-methoxy-5-chlorobenzamide (1.5 g, 3.0 mmol) in DMF (15 mL), was added ethylene diamine (0.09 g, 15 mmol) at ambient temperature. After 2 hours, the reaction was poured into water and extracted with ethyl acetate. The ethyl acetate solution was dried (NaSO4) and concentrated in vacuo to afford the crude amine adduct. To the adduct was added triethyl orthoformate (1.33 g, 9 mmol) in acetic acid (20 mL). After... Reactants: CCOC(CBr)OCC, C=CCC(O)COCc1ccccc1, [H-], [Na+], CN(C)C=O. The product is C=CCC(COCc1ccccc1)OCC(OCC)OCC. As a reaction SMILES: [CH2:17]([CH3:18])[O:19][CH:20]([CH2:21][Br:22])[O:23][CH2:24][CH3:25].[CH2:1]([c:2]1[cH:3][cH:4][cH:5][cH:6][cH:7]1)[O:8][CH2:9][CH:10]([CH2:11][CH:12]=[CH2:13])[OH:14].[H-:15].[Na+:16].[O:26]=[CH:27][N:28]([CH3:29])[CH3:30]>>[CH2:1]([c:2]1[cH:3][cH:4][cH:5][cH:6][cH:7]1)[O:8][CH2:9][CH:10]([CH2:11][CH:12]=[CH2:13])[O:14][CH2:21][CH:20]([O:19][CH2:17][CH3:18])[O:23][CH2:24][CH3:25]. Reactants: C(C)OC(CCBr)=O (Ethyl-3-bromoproprionate), N1CCOCC1 (morpholine), C(=O)([O-])[O-].[Na+].[Na+] (Na2CO3). Run in CCO (EtOH). Reaction conditions: time 4 hour. The product is C(C)OC(CCN1CCOCC1)=O (ethyl-3-morpholinoproprionate). Yield: 101.5%. RXN SMILES: [CH2:1]([O:3][C:4](=[O:8])[CH2:5][CH2:6]Br)[CH3:2].[NH:9]1[CH2:14][CH2:13][O:12][CH2:11][CH2:10]1.C([O-])([O-])=O.[Na+].[Na+]>CCO>[CH2:1]([O:3][C:4](=[O:8])[CH2:5][CH2:6][N:9]1[CH2:14][CH2:13][O:12][CH2:11][CH2:10]1)[CH3:2] |f:2.3.4|. Reported procedure: Ethyl-3-bromoproprionate (3.20 ml; 25 mmol) was added to a mixture of morpholine (2.20 ml; 25 mmol) and Na2CO3 (2.78 g; 26 mmol) in 4.5 ml of EtOH at RT. The mixture was stirred for 30 min at RT and 4 h at reflux. After cooling to RT and filtering, the filtrate was concentrated and the residue was dissolved in H2O. The pH was adjusted to ~1.5 with saturated KHSO4 and the acidic mixture was washed with Et2O. Solid K2CO3 was added to the aqueous layer until a pH of ~9 was reached. The basic mixtur... Reactants: CCOC(=O)C(C)(C)Br, COc1ccc(O)c(Cl)c1, CN(C)C=O, CCOC(C)=O, [H-], [Na+], O. The product is CCOC(=O)C(C)(C)Oc1ccc(OC)cc1Cl. As a reaction SMILES: [Br:11][C:12]([C:13](=[O:14])[O:15][CH2:16][CH3:17])([CH3:18])[CH3:19].[CH3:1][O:2][c:3]1[cH:4][c:5]([Cl:10])[c:6]([OH:9])[cH:7][cH:8]1.[CH3:23][N:24]([CH3:25])[CH:26]=[O:27].[CH3:28][CH2:29][O:30][C:31](=[O:32])[CH3:33].[H-:20].[Na+:21].[OH2:22]>>[CH3:1][O:2][c:3]1[cH:4][c:5]([Cl:10])[c:6]([O:9][C:12]([C:13](=[O:14])[O:15][CH2:16][CH3:17])([CH3:18])[CH3:19])[cH:7][cH:8]1.